This data is from the Open Reaction Database (ORD), a public repository of structured organic reaction records. The task is: describe an organic reaction: reactants, conditions, products, and yield The reactants are COCCO, CO, [H][H], CCOC(=O)NCCN1CCC(Nc2nc3ccccc3n2Cc2ccc([N+](=O)[O-])cc2)CC1, c1ccsc1. The product is CCOC(=O)NCCN1CCC(Nc2nc3ccccc3n2Cc2ccc(N)cc2)CC1. RXN SMILES: [CH3:40][O:41][CH2:42][CH2:43][OH:44].[CH3:47][OH:48].[H:45][H:46].[N+:1]([O-:2])(=[O:3])[c:4]1[cH:5][cH:6][c:7]([CH2:10][n:11]2[c:12]([NH:20][CH:21]3[CH2:22][CH2:23][N:24]([CH2:27][CH2:28][NH:29][C:30]([O:31][CH2:32][CH3:33])=[O:34])[CH2:25][CH2:26]3)[n:13][c:14]3[c:15]2[cH:16][cH:17][cH:18][cH:19]3)[cH:8][cH:9]1.[cH:35]1[cH:36][s:37][cH:38][cH:39]1>>[NH2:1][c:4]1[cH:5][cH:6][c:7]([CH2:10][n:11]2[c:12]([NH:20][CH:21]3[CH2:22][CH2:23][N:24]([CH2:27][CH2:28][NH:29][C:30]([O:31][CH2:32][CH3:33])=[O:34])[CH2:25][CH2:26]3)[n:13][c:14]3[c:15]2[cH:16][cH:17][cH:18][cH:19]3)[cH:8][cH:9]1. The reactants are C(CCC)N1C(NC(C1=O)CC1=CC=C(C=C1)C=O)=O (3-n-butyl-5-(4-formylbenzyl) hydantoin), formyl, FC(C(=O)NOC(C(F)(F)F)=O)(F)F (N,O-bis (trifluoroacetyl)hydroxylamine), N1=CC=CC=C1 (pyridine). Run in C1=CC=CC=C1 (benzene). The product is C(CCC)N1C(NC(C1=O)CC1=CC=C(C=C1)C#N)=O (3-n-Butyl-5-(4-cyanobenzyl) hydantoin). As a reaction SMILES: FC(F)(F)C([NH:5]OC(=O)C(F)(F)F)=O.N1C=CC=CC=1.[CH2:21]([N:25]1[C:29](=[O:30])[CH:28]([CH2:31][C:32]2[CH:37]=[CH:36][C:35]([CH:38]=O)=[CH:34][CH:33]=2)[NH:27][C:26]1=[O:40])[CH2:22][CH2:23][CH3:24]>C1C=CC=CC=1>[CH2:21]([N:25]1[C:29](=[O:30])[CH:28]([CH2:31][C:32]2[CH:37]=[CH:36][C:35]([C:38]#[N:5])=[CH:34][CH:33]=2)[NH:27][C:26]1=[O:40])[CH2:22][CH2:23][CH3:24]. Reported procedure: The formyl compound (4.3 g., 0.01 mole), N,O-bis (trifluoroacetyl)hydroxylamine (3.6 g., 0.016 mole) and dry pyridine (2.6 ml. 0.032 mole) were mixed in benzene (75 ml) and heated under reflux for 2 hours. After cooling the benzene solution was washed with water (2×50 ml), dried over magnesium sulphate monohydrate and evaporated in vacuo to give an oil which slowly crystallised. This product was further purified by silica gel chromatography and recrystallisation from a small volume of ethyl acet... The reactants are CC1=C(C=C(C(=O)OC)C=C1)[N+](=O)[O-] (methyl 4-methyl-3-nitrobenzoate), COC(N(C)C)OC (dimethylformamide dimethyl acetal), CN(C=O)C (dimethylformamide). Run in CO (methanol). Conditions: temperature 120 celsius, time 6 hour. The product is CN(C)C=CC1=C(C=C(C(=O)OC)C=C1)[N+](=O)[O-] (methyl 4-dimethylaminovinyl-3-nitrobenzoate). Yield: 91.1%. As a reaction SMILES: [CH3:1][C:2]1[CH:11]=[CH:10][C:5]([C:6]([O:8][CH3:9])=[O:7])=[CH:4][C:3]=1[N+:12]([O-:14])=[O:13].CO[CH:17](OC)[N:18]([CH3:20])[CH3:19].CN(C)C=O>CO>[CH3:17][N:18]([CH:20]=[CH:1][C:2]1[CH:11]=[CH:10][C:5]([C:6]([O:8][CH3:9])=[O:7])=[CH:4][C:3]=1[N+:12]([O-:14])=[O:13])[CH3:19]. Reported procedure: Into a reaction flask were introduced 89.7 g of methyl 4-methyl-3-nitrobenzoate, 82.1 g of dimethylformamide dimethyl acetal and 200 ml of dimethylformamide (DMF), and the content of the flask was stirred at 120° C. for 6 hours. DMF was distilled off to obtain a red-violet colored solid product. Then, 300 ml of methanol was poured into the flask to wash the crystalline matter, and filtered. Thus, 104.8 g (yield 91%) of methyl 4-dimethylaminovinyl-3-nitrobenzoate was obtained. Reactants: ice water, [N+](=O)([O-])C=1C=C(C=C(C1)[N+](=O)[O-])NC(=O)NCCO (N-(3,5-dinitrophenyl)-N′-(2-hydroxyethyl)urea), ClCCl (dichloromethane), [N+](=O)([O-])C=1C=C(C=C(C1)[N+](=O)[O-])NC(=O)NCCO (N-(3,5-dinitrophenyl)-N′-(2-hydroxyethyl)urea), N1=CC=CC=C1 (pyridine), C(C(C)C)(=O)Cl (isobutyryl chloride). Run in O (water). The product is C(C(C)C)(=O)OCCNC(=O)NC1=CC(=CC(=C1)[N+](=O)[O-])[N+](=O)[O-] (2-(3,5-dinitrophenylureido)ethyl isobutyrate). As a reaction SMILES: [N+:1]([C:4]1[CH:5]=[C:6]([NH:13][C:14]([NH:16][CH2:17][CH2:18][OH:19])=[O:15])[CH:7]=[C:8]([N+:10]([O-:12])=[O:11])[CH:9]=1)([O-:3])=[O:2].N1C=CC=CC=1.ClCCl.[C:29](Cl)(=[O:33])[CH:30]([CH3:32])[CH3:31]>O>[C:29]([O:19][CH2:18][CH2:17][NH:16][C:14]([NH:13][C:6]1[CH:5]=[C:4]([N+:1]([O-:3])=[O:2])[CH:9]=[C:8]([N+:10]([O-:12])=[O:11])[CH:7]=1)=[O:15])(=[O:33])[CH:30]([CH3:32])[CH3:31]. Procedure details: In a 0.3-l four-necked flask equipped with a dropping funnel, a reflux condenser, a thermometer and a mixing blade were placed 18.0 g (0.0666 mol) of N-(3,5-dinitrophenyl)-N′-(2-hydroxyethyl)urea (compound 11) and 5.27 g (0.0666 mol) of pyridine. Thereto was added 150 ml of dichloromethane. The mixture was stirred and became a yellow suspension. While the flask was being cooled with ice water, the flask contents were stirred. Thereto was dropwise added 8.52 g (0.0799 mol) of isobutyryl chloride....